This data is from the Open Reaction Database (ORD), a public repository of structured organic reaction records. The task is: describe an organic reaction: reactants, conditions, products, and yield Product: O=C(O)C(=CO)c1cccc2ccccc12. Starting materials: C=O, Cc1ccccc1, [Na], O, O=C(O)Cc1cccc2ccccc12. Reaction SMILES: [C:15]=[O:16].[CH3:19][c:20]1[cH:21][cH:22][cH:23][cH:24][cH:25]1.[Na:17].[OH2:18].[c:1]1([CH2:11][C:12](=[O:13])[OH:14])[cH:2][cH:3][cH:4][c:5]2[cH:6][cH:7][cH:8][cH:9][c:10]12>>[c:1]1([C:11]([C:12](=[O:13])[OH:14])=[CH:19][OH:18])[cH:2][cH:3][cH:4][c:5]2[cH:6][cH:7][cH:8][cH:9][c:10]12. Starting materials: COC=1C=C(CC2N(CCCC3=C2C=C(C(=C3)OC)OC)C(C(=O)O)C3=CC=CC=C3)C=CC1OC ([1-(3,4-dimethoxy-benzyl)-7,8-dimethoxy-1,3,4,5-tetrahydro-benzo[c]azepin-2-yl]-phenyl-acetic acid), O.Cl.Cl.NCC=1NC2=C(N1)C=CC=C2 (2-aminomethyl-benzimidazole dihydrochloride hydrate). Product: N1C(=NC2=C1C=CC=C2)CNC(C(C2=CC=CC=C2)N2C(C1=C(CCC2)C=C(C(=C1)OC)OC)CC1=CC(=C(C=C1)OC)OC)=O (N-(1H-Benzoimidazol-2-ylmethyl)-2-[1-(3,4-dimethoxy-benzyl)-7,8-dimethoxy-1,3,4,5-tetrahydro-benzo[c]azepin-2-yl]-2-phenyl-acetamide). As a reaction SMILES: [CH3:1][O:2][C:3]1[CH:4]=[C:5]([CH:32]=[CH:33][C:34]=1[O:35][CH3:36])[CH2:6][CH:7]1[C:13]2[CH:14]=[C:15]([O:20][CH3:21])[C:16]([O:18][CH3:19])=[CH:17][C:12]=2[CH2:11][CH2:10][CH2:9][N:8]1[CH:22]([C:26]1[CH:31]=[CH:30][CH:29]=[CH:28][CH:27]=1)[C:23]([OH:25])=O.O.Cl.Cl.[NH2:40][CH2:41][C:42]1[NH:43][C:44]2[CH:50]=[CH:49][CH:48]=[CH:47][C:45]=2[N:46]=1>>[NH:43]1[C:44]2[CH:50]=[CH:49][CH:48]=[CH:47][C:45]=2[N:46]=[C:42]1[CH2:41][NH:40][C:23](=[O:25])[CH:22]([N:8]1[CH2:9][CH2:10][CH2:11][C:12]2[CH:17]=[C:16]([O:18][CH3:19])[C:15]([O:20][CH3:21])=[CH:14][C:13]=2[CH:7]1[CH2:6][C:5]1[CH:32]=[CH:33][C:34]([O:35][CH3:36])=[C:3]([O:2][CH3:1])[CH:4]=1)[C:26]1[CH:27]=[CH:28][CH:29]=[CH:30][CH:31]=1 |f:1.2.3.4|. Procedure details: prepared by reaction of [1-(3,4-dimethoxy-benzyl)-7,8-dimethoxy-1,3,4,5-tetrahydro-benzo[c]azepin-2-yl]-phenyl-acetic acid with 2-aminomethyl-benzimidazole dihydrochloride hydrate. Procedure: To a solution of allyl (4R,5S,6S)-6-[(1R)-1-(tertbutyldimethylsilyloxy)ethyl] -4-methyl-3-methylthio-7-oxo-1-azabicyclo[3.2.0]hept-2-ene-2-carboxylate (31.4 mg) in a mixture of acetone (1.0 ml) and ethanol (0.1 ml) was added a 30% aqueous solution of hydrogen peroxide (0.2 ml). The reaction was allowed to stand at ambient temperature for 4 days. The mixture was diluted with ethyl acetate, washed with water, 5% aqueous sodium thiosulfate solution, brine, and dried. The solvent was removed off und... Yields the product [Si](C)(C)(C(C)(C)C)O[C@H](C)[C@@H]1[C@H]2[C@H](C(=C(N2C1=O)C(=O)OCC=C)S(=O)C)C (allyl (4R,5S,6S)-6-[(1R)-1-(tert-butyldimethylsilyloxy)ethyl]-4-methyl-3-methylsulfinyl-7-oxo-1-azabicyclo[3.2.0]hept-2-ene-2-carboxylate). RXN SMILES: [C:1]([Si:5]([CH3:27])([CH3:26])[O:6][C@@H:7]([C@H:9]1[C:15](=[O:16])[N:14]2[C@@H:10]1[C@@H:11]([CH3:25])[C:12]([S:23][CH3:24])=[C:13]2[C:17]([O:19][CH2:20][CH:21]=[CH2:22])=[O:18])[CH3:8])([CH3:4])([CH3:3])[CH3:2].[OH:28]O>CC(C)=O.C(O)C.C(OCC)(=O)C>[Si:5]([O:6][C@@H:7]([C@H:9]1[C:15](=[O:16])[N:14]2[C@@H:10]1[C@@H:11]([CH3:25])[C:12]([S:23]([CH3:24])=[O:28])=[C:13]2[C:17]([O:19][CH2:20][CH:21]=[CH2:22])=[O:18])[CH3:8])([C:1]([CH3:3])([CH3:2])[CH3:4])([CH3:27])[CH3:26]. The reactants are aqueous solution, OO (hydrogen peroxide), C(C)(C)(C)[Si](O[C@H](C)[C@@H]1[C@H]2[C@H](C(=C(N2C1=O)C(=O)OCC=C)SC)C)(C)C (allyl (4R,5S,6S)-6-[(1R)-1-(tertbutyldimethylsilyloxy)ethyl] -4-methyl-3-methylthio-7-oxo-1-azabicyclo[3.2.0]hept-2-ene-2-carboxylate). The solvent is CC(=O)C (acetone), C(C)O (ethanol), C(C)(=O)OCC (ethyl acetate). Run at time 4 day. Reactants: O=C1CCC(=O)N1Br, COC(=O)c1c([N+](=O)[O-])ccc(F)c1C, ClC(Cl)(Cl)Cl, CC(C)(C#N)N=NC(C)(C)C#N. The product is COC(=O)c1c([N+](=O)[O-])ccc(F)c1CBr. Reaction SMILES: [Br:16][N:17]1[C:18](=[O:19])[CH2:20][CH2:21][C:22]1=[O:23].[CH3:1][O:2][C:3]([c:4]1[c:5]([CH3:14])[c:6]([F:13])[cH:7][cH:8][c:9]1[N+:10](=[O:11])[O-:12])=[O:15].[Cl:36][C:37]([Cl:38])([Cl:39])[Cl:40].[N:24]([C:25]([CH3:26])([CH3:27])[C:28]#[N:29])=[N:30][C:31]([CH3:32])([CH3:33])[C:34]#[N:35]>>[CH3:1][O:2][C:3]([c:4]1[c:5]([CH2:14][Br:16])[c:6]([F:13])[cH:7][cH:8][c:9]1[N+:10](=[O:11])[O-:12])=[O:15]. RXN SMILES: [C:26](=[O:27])([O-:28])[O-:29].[CH3:1][C:2]([CH2:3][CH2:4][C:5](=[O:6])[N:7]1[CH2:8][CH2:9][N:10]([c:13]2[n:14][cH:15][cH:16][c:17]([C:19]#[N:20])[n:18]2)[CH2:11][CH2:12]1)([CH3:21])[CH3:22].[CH3:32][CH2:33][OH:34].[ClH:23].[K+:30].[K+:31].[OH:24][NH2:25]>>[CH3:1][C:2]([CH2:3][CH2:4][C:5](=[O:6])[N:7]1[CH2:8][CH2:9][N:10]([c:13]2[n:14][cH:15][cH:16][c:17]([C:19]([NH2:20])=[N:25][OH:24])[n:18]2)[CH2:11][CH2:12]1)([CH3:21])[CH3:22]. Reactants: O=C([O-])[O-], CC(C)(C)CCC(=O)N1CCN(c2nccc(C#N)n2)CC1, CCO, Cl, [K+], [K+], NO. Product: CC(C)(C)CCC(=O)N1CCN(c2nccc(C(N)=NO)n2)CC1. Yields the product ClC1=CC=C(C=C1)[C@@H]1C[C@@]12C(N(C1=CC=CC=C21)CCNCCN2CCOCC2)=O ((1R,2S)-2-(4-chlorophenyl)-1′-(2-(2-morpholinoethylamino)ethyl) spiro[cyclopropane-1,3′-indolin]-2′-one). Reactants: 426.2, BrC=CBr (dibromo ethylene), O1CCN(CC1)CCN (2-morpholinoethanamine), ClC1=CC=C(C=C1)[C@H]1C[C@]12C(NC1=CC=CC=C21)=O ((1S,2R)-2-(4-chlorophenyl)spiro[cyclopropane-1,3′-indolin]-2′-one). As a reaction SMILES: Br[CH:2]=[CH:3]Br.[O:5]1[CH2:10][CH2:9][N:8]([CH2:11][CH2:12][NH2:13])[CH2:7][CH2:6]1.[Cl:14][C:15]1[CH:20]=[CH:19][C:18]([C@@H:21]2[C@:23]3([C:31]4[C:26](=[CH:27][CH:28]=[CH:29][CH:30]=4)[NH:25][C:24]3=[O:32])[CH2:22]2)=[CH:17][CH:16]=1>>[Cl:14][C:15]1[CH:16]=[CH:17][C:18]([C@H:21]2[C@@:23]3([C:31]4[C:26](=[CH:27][CH:28]=[CH:29][CH:30]=4)[N:25]([CH2:2][CH2:3][NH:13][CH2:12][CH2:11][N:8]4[CH2:9][CH2:10][O:5][CH2:6][CH2:7]4)[C:24]3=[O:32])[CH2:22]2)=[CH:19][CH:20]=1. Procedure details: The title compound was prepared in analogy to Example 81 starting from dibromo ethylene, 2-morpholinoethanamine (commercially available), (1R,2S) and (1S,2R)-2-(4-chlorophenyl)spiro[cyclopropane-1,3′-indolin]-2′-one prepared as in Scheme 1. LC/MS m/e calcd. for C24H28ClN3O2: 425, observed (M+H)+: 426.2 1HNMR (400 MHz, MeOD-d4) δppm 2.09-2.34 (m, 3 H) 3.02 (br. s., 4 H) 3.17 (t, J=6.19 Hz, 2 H) 3.27 (t, J=8.72 Hz, 1 H) 3.44-3.61 (m, 4 H) 3.87 (t, J=4.67 Hz, 4 H) 4.12-4.45 (m, 2 H) 6.11 (d, J=7.83...